From a dataset of the Open Reaction Database (ORD), a public repository of structured organic reaction records. describe an organic reaction: reactants, conditions, products, and yield Starting materials: [OH-].[Na+] (sodium hydroxide), NC1(CC1)C(=O)O (1-aminocyclopropane-1-carboxylic acid), [OH-].[Na+] (sodium hydroxide), ClC(=O)OC(C)C (isopropyl chloroformate). Run at time 14 hour. Yields the product C(C)(C)OC(=O)NC1(CC1)C(=O)O (1-Isopropoxycarbonylaminocyclopropanecarboxylic Acid). Isolated yield 54.0%. As a reaction SMILES: [NH2:1][C:2]1([C:5]([OH:7])=[O:6])[CH2:4][CH2:3]1.[OH-].[Na+].Cl[C:11]([O:13][CH:14]([CH3:16])[CH3:15])=[O:12]>>[CH:14]([O:13][C:11]([NH:1][C:2]1([C:5]([OH:7])=[O:6])[CH2:4][CH2:3]1)=[O:12])([CH3:16])[CH3:15] |f:1.2|. Procedure: 0.2 g (1.98 mmol) of 1-aminocyclopropane-1-carboxylic acid were initially charged in 10 ml of 12% strength aqueous sodium hydroxide solution. After addition of 0.24 g (1.98 mmol) of isopropyl chloroformate, the pH was adjusted to 9 by dropwise addition of 12% strength aqueous sodium hydroxide solution. The mixture was stirred at room temperature for 14 hours and then, for work-up, extracted twice with methyl tert-butyl ether. The pH was subsequently adjusted to 1-2 using phosphoric acid. The mix... Reactants: FCSC1=CC=C(N)C=C1 (p-(fluoromethylthio)aniline), C(C)OC(OCC)OCC (triethylorthoformate), [N-]=[N+]=[N-].[Na+] (sodium azide). Product: FCSC1=CC=C(C=C1)N1N=NN=C1 (1-[p-(fluoromethylthio)phenyl]-1H-tetrazole). RXN SMILES: [F:1][CH2:2][S:3][C:4]1[CH:10]=[CH:9][C:7]([NH2:8])=[CH:6][CH:5]=1.[CH2:11](OC(OCC)OCC)C.[N-:21]=[N+:22]=[N-:23].[Na+]>>[F:1][CH2:2][S:3][C:4]1[CH:10]=[CH:9][C:7]([N:8]2[CH:11]=[N:23][N:22]=[N:21]2)=[CH:6][CH:5]=1 |f:2.3|. Procedure details: In accordance with the procedure described in Example 1, treatment of p-(fluoromethylthio)aniline with triethylorthoformate and sodium azide furnishes the 1-[p-(fluoromethylthio)phenyl]-1H-tetrazole. The reactants are C(O)([O-])=O.[Na+] (sodium hydrogen carbonate), N1(C=NC=C1)C(C=1C=C(C(=CC1)N)N)C1=CC=CC=C1 (4-[(1H-imidazol-1-yl)phenylmethyl]-1,2-benzenediamine), C(C)(=O)O (acetic acid), N(=O)[O-].[Na+] (sodium nitrite). Run in O (water), O (water). Yields the product N1(C=NC=C1)C(C1=CC2=C(NN=N2)C=C1)C1=CC=CC=C1 (5-[(1H-imidazol-1-yl)phenylmethyl]-1H-benzotriazole). Isolated yield 85.3%. RXN SMILES: [N:1]1([CH:6]([C:15]2[CH:20]=[CH:19][CH:18]=[CH:17][CH:16]=2)[C:7]2[CH:8]=[C:9]([NH2:14])[C:10]([NH2:13])=[CH:11][CH:12]=2)[CH:5]=[CH:4][N:3]=[CH:2]1.C(O)(=O)C.[N:25]([O-])=O.[Na+].C(=O)([O-])O.[Na+]>O>[N:1]1([CH:6]([C:15]2[CH:16]=[CH:17][CH:18]=[CH:19][CH:20]=2)[C:7]2[CH:12]=[CH:11][C:10]3[NH:13][N:25]=[N:14][C:9]=3[CH:8]=2)[CH:5]=[CH:4][N:3]=[CH:2]1 |f:2.3,4.5|. Procedure details: To a stirred and cooled (5° C.) solution of 5.2 parts of 4-[(1H-imidazol-1-yl)phenylmethyl]-1,2-benzenediamine in 4.8 parts of acetic acid and 20 parts of water was added a solution of 1.38 parts of sodium nitrite in 10 parts of water. The whole was stirred for 1 hour at room temperature. The reaction mixture was treated with a sodium hydrogen carbonate solution and the product was extracted with dichloromethane. The extract was dried, filtered and evaporated. The residue was crystallized from 6... Reactants: CO, Cc1csc(Oc2ccc(CBr)cc2)c1, N, O. Product: Cc1csc(Oc2ccc(CN)cc2)c1. RXN SMILES: [CH3:18][OH:19].[CH3:2][c:3]1[cH:4][c:5]([O:8][c:9]2[cH:10][cH:11][c:12]([CH2:13][Br:14])[cH:15][cH:16]2)[s:6][cH:7]1.[NH3:1].[OH2:17]>>[NH2:1][CH2:13][c:12]1[cH:11][cH:10][c:9]([O:8][c:5]2[cH:4][c:3]([CH3:2])[cH:7][s:6]2)[cH:16][cH:15]1.